Dataset: the Open Reaction Database (ORD), a public repository of structured organic reaction records. Task: describe an organic reaction: reactants, conditions, products, and yield Starting materials: COC1=C(C=C(C=C1)[N+](=O)[O-])OCC1=CC=CC2=CC=CC=C12 (1-methoxy-2-(naphthylmethoxy)-4-nitrobenzene), O.NN (hydrazine hydrate), CO (methanol). Reagents/catalysts: [Ni] (Raney nickel). The product is COC1=C(C=C(C=C1)N)OCCC1=CC2=CC=CC=C2C=C1 (4-Methoxy-3-(2-naphthylethoxy)phenylamine), product. Reaction SMILES: [CH3:1][O:2][C:3]1[CH:8]=[CH:7][C:6]([N+:9]([O-])=O)=[CH:5][C:4]=1[O:12][CH2:13][C:14]1[C:23]2[C:18](=[CH:19][CH:20]=[CH:21][CH:22]=2)[CH:17]=[CH:16][CH:15]=1.O.NN.[CH3:27]O>[Ni]>[CH3:1][O:2][C:3]1[CH:8]=[CH:7][C:6]([NH2:9])=[CH:5][C:4]=1[O:12][CH2:13][CH2:14][C:15]1[CH:16]=[CH:17][C:18]2[C:23](=[CH:22][CH:21]=[CH:20][CH:19]=2)[CH:27]=1 |f:1.2|. Procedure details: 4-Methoxy-3-(2-naphthylethoxy)phenylamine was prepared using the same experimental conditions described in Scheme XII. From 1-methoxy-2-(naphthylmethoxy)-4-nitrobenzene (3.8 g, 12.3 mmol), hydrazine hydrate (3.1 g, 61.4 mmol) and a catalytic amount of Raney nickel in 100 mL of methanol refluxed for 0.5 h., was obtained 3.5 g of product in (100%) yield as a brown oil that crystallized on standing. MS (EI) m/z 279 (M+).